Dataset: the Open Reaction Database (ORD), a public repository of structured organic reaction records. Task: describe an organic reaction: reactants, conditions, products, and yield The reactants are Cl (hydrochloride), COC=1C=C2C(=CNC2=CC1)C=1CCN(CC1)C1CCC(CC1)(C1=CC=CC=C1)N(C)C ({4-[4-(5-methoxy-1H-indol-3-yl)-3,6-dihydro-2H-pyridine-1-yl]-1-phenylcyclohexyl}-dimethylamine), Cl[Si](C)(C)C (chlorotrimethylsilane). The solvent is CC(=O)CC (ethyl methyl ketone). Yields the product Cl.Cl.COC=1C=C2C(=CNC2=CC1)C=1CCN(CC1)C1CCC(CC1)(C1=CC=CC=C1)N(C)C ({4-[4-(5-methoxy-1H-indol-3-yl)-3,6-dihydro-2H-pyridine-1-yl]-1-phenylcyclohexyl}-dimethylamine dihydrochloride). As a reaction SMILES: [ClH:1].[CH3:2][O:3][C:4]1[CH:5]=[C:6]2[C:10](=[CH:11][CH:12]=1)[NH:9][CH:8]=[C:7]2[C:13]1[CH2:14][CH2:15][N:16]([CH:19]2[CH2:24][CH2:23][C:22]([N:31]([CH3:33])[CH3:32])([C:25]3[CH:30]=[CH:29][CH:28]=[CH:27][CH:26]=3)[CH2:21][CH2:20]2)[CH2:17][CH:18]=1.[Cl:34][Si](C)(C)C>CC(CC)=O>[ClH:34].[ClH:1].[CH3:2][O:3][C:4]1[CH:5]=[C:6]2[C:10](=[CH:11][CH:12]=1)[NH:9][CH:8]=[C:7]2[C:13]1[CH2:14][CH2:15][N:16]([CH:19]2[CH2:24][CH2:23][C:22]([N:31]([CH3:32])[CH3:33])([C:25]3[CH:26]=[CH:27][CH:28]=[CH:29][CH:30]=3)[CH2:21][CH2:20]2)[CH2:17][CH:18]=1 |f:4.5.6|. Reported procedure: To prepare the hydrochloride the diastereoisomer mixture of {4-[4-(5-methoxy-1H-indol-3-yl)-3,6-dihydro-2H-pyridine-1-yl]-1-phenylcyclohexyl}-dimethylamine (343 mg, 0.8 mmole) was dissolved in ethyl methyl ketone (5 ml) and chlorotrimethylsilane (255 μl, 2.0 mmole) was added. The solid thereby formed was filtered off and dried. The hydrochloride was thereby obtained in a yield of 400 mg (100%) as a colourless solid (Example 57) with an 15 m.p. of 201°-203° C. Starting materials: stainless steel, C1(=CC=CC=C1)C (toluene), O=O (oxygen), C1(=CC=CC=C1)C (toluene). Product: C(C1=CC=CC=C1)OO (Benzyl Hydroperoxide). As a reaction SMILES: [O:1]=[O:2].[C:3]1([CH3:9])[CH:8]=[CH:7][CH:6]=[CH:5][CH:4]=1>>[CH2:9]([O:1][OH:2])[C:3]1[CH:8]=[CH:7][CH:6]=[CH:5][CH:4]=1. Procedure: 750 G of toluene are introduced into a 1.5 liter stainless steel autoclave which is shaken; the toluene is oxidised, at 180°C under a pressure of 20 bars, with air depleted of oxygen until it contains only 8%, with an hourly flow rate of 240 liters (measured under normal temperature and pressure). After 1 hour 30 minutes the reaction mixture is cooled. The hydroperoxide is then purified via its sodium salt. 11.4 G of benzyl hydroperoxide, containing 85% by weight of pure product, are thus obtain... The reactants are O[C@H](C)[C@@H]1[C@@H]2N([C@H](C([C@@H]2C)=O)C(=O)OCC2=CC=C(C=C2)[N+](=O)[O-])C1=O (4-nitrobenzyl (1R,3R,5R,6S)-6-((1R)-1-hydroxyethyl)-1-methyl-2-oxo-1-carbapenam-3-carboxylate), CSC=1C=C(C=NC1)C(=O)C=1N=CN2C1SC(=C2)[Sn](CCCC)(CCCC)CCCC (7-(5-methylthiopyridin-3-yl)carbonyl-2-(tri-n-butylstannyl)imidazo[5,1-b]thiazole). Yields the product O[C@H](C)[C@@H]1[C@@H]2N(C(=C([C@@H]2C)C2=CN3C(S2)=C(N=C3)C(=O)C=3C=NC=C(C3)SC)C(=O)OCC3=CC=C(C=C3)[N+](=O)[O-])C1=O (4-Nitrobenzyl (1S,5R,6S)-6-((1R)-1-hydroxyethyl)-1-methyl-2-[7-(5-methylthiopyridin-3-yl)carbonylimidazo[5,1-b]thiazol-2-yl]-1-carbapen-2-em-3-carboxylate). Isolated yield 50.9%. RXN SMILES: [OH:1][C@@H:2]([C@H:4]1[C:25](=[O:26])[N:6]2[C@@H:7]([C:12]([O:14][CH2:15][C:16]3[CH:21]=[CH:20][C:19]([N+:22]([O-:24])=[O:23])=[CH:18][CH:17]=3)=[O:13])[C:8](=O)[C@H:9]([CH3:10])[C@H:5]12)[CH3:3].[CH3:27][S:28][C:29]1[CH:30]=[C:31]([C:35]([C:37]2[N:38]=[CH:39][N:40]3[CH:44]=[C:43]([Sn](CCCC)(CCCC)CCCC)[S:42][C:41]=23)=[O:36])[CH:32]=[N:33][CH:34]=1>>[OH:1][C@@H:2]([C@H:4]1[C:25](=[O:26])[N:6]2[C:7]([C:12]([O:14][CH2:15][C:16]3[CH:21]=[CH:20][C:19]([N+:22]([O-:24])=[O:23])=[CH:18][CH:17]=3)=[O:13])=[C:8]([C:43]3[S:42][C:41]4=[C:37]([C:35]([C:31]5[CH:32]=[N:33][CH:34]=[C:29]([S:28][CH3:27])[CH:30]=5)=[O:36])[N:38]=[CH:39][N:40]4[CH:44]=3)[C@H:9]([CH3:10])[C@H:5]12)[CH3:3]. Procedure: 4-Nitrobenzyl (1S,5R,6S)-6-((1R)-1-hydroxyethyl)-1-methyl-2-[7-(5-methylthiopyridin-3-yl)carbonylimidazo[5,1-b]thiazol-2-yl]-1-carbapen-2-em-3-carboxylate (100 mg) was prepared in substantially the same manner as in step a) of Example 1, except that 169 mg of 4-nitrobenzyl (1R,3R,5R,6S)-6-((1R)-1-hydroxyethyl)-1-methyl-2-oxo-1-carbapenam-3-carboxylate and 179 mg of 7-(5-methylthiopyridin-3-yl)carbonyl-2-(tri-n-butylstannyl)imidazo[5,1-b]thiazole were used as the starting compounds. Reactants: ClC=1C=C2C=CC(=CC2=CC1)S(=O)(=O)N1CCNCC1 (1-(6-chloronaphthalen-2-ylsulfonyl)piperazine), C(=O)(OC(C)(C)C)N1CCC(C(=O)O)CC1 (N-Boc-isonipecotic acid), [O-]CC.[Na+] (sodium ethoxide), C(C(=O)Cl)(=O)Cl (oxalyl chloride). Solvent: ClCCl (dichloromethane), N1=CC=CC=C1 (pyridine), C1CCOC1 (THF). Product: C(=O)(OC(C)(C)C)N1CCC(CC1)C(=O)N1CCN(CC1)S(=O)(=O)C1=CC2=CC=C(C=C2C=C1)Cl (1-(1-boc-Piperidin-4-ylcarbonyl)-4-(6-chloronaphthalen-2-ylsulfonyl)piperazine). The yield is 69.4%. As a reaction SMILES: [C:1]([N:8]1[CH2:16][CH2:15][CH:11]([C:12]([OH:14])=O)[CH2:10][CH2:9]1)([O:3][C:4]([CH3:7])([CH3:6])[CH3:5])=[O:2].[O-]CC.[Na+].C(Cl)(=O)C(Cl)=O.[Cl:27][C:28]1[CH:29]=[C:30]2[C:35](=[CH:36][CH:37]=1)[CH:34]=[C:33]([S:38]([N:41]1[CH2:46][CH2:45][NH:44][CH2:43][CH2:42]1)(=[O:40])=[O:39])[CH:32]=[CH:31]2>C1COCC1.ClCCl.N1C=CC=CC=1>[C:1]([N:8]1[CH2:9][CH2:10][CH:11]([C:12]([N:44]2[CH2:43][CH2:42][N:41]([S:38]([C:33]3[CH:32]=[CH:31][C:30]4[C:35](=[CH:36][CH:37]=[C:28]([Cl:27])[CH:29]=4)[CH:34]=3)(=[O:40])=[O:39])[CH2:46][CH2:45]2)=[O:14])[CH2:15][CH2:16]1)([O:3][C:4]([CH3:5])([CH3:6])[CH3:7])=[O:2] |f:1.2|. Reported procedure: To a stirring solution of N-Boc-isonipecotic acid (1.99 g, 8.7 mmol) in THF (50 mL) was added sodium ethoxide (0.592 g, 8.7 mmol) After 0.5 h, the solvent was removed in vacuo and the residue was suspended in dichloromethane (50 mL). To this mixture was added a couple drops of DMF, followed by oxalyl chloride (1.32 g, 10.4 mmol). After stirring for another hour, the solvent was removed in vacuo and the crude acid chloride resuspended in dichloromethane (25 mL). To this solution was added a solut... Starting materials: CC(C)Oc1cc2c(cc1Cl)[nH]c(=O)n2C1CCN(C(=O)OC(C)(C)C)CC1, ClCCl, O=C(O)C(F)(F)F. Product: CC(C)Oc1cc2c(cc1Cl)[nH]c(=O)n2C1CCNCC1. Reaction SMILES: [Cl:1][c:2]1[cH:3][c:4]2[c:5]([n:6]([CH:10]3[CH2:11][CH2:12][N:13]([C:16]([O:17][C:18]([CH3:19])([CH3:20])[CH3:21])=[O:22])[CH2:14][CH2:15]3)[c:7](=[O:9])[nH:8]2)[cH:23][c:24]1[O:25][CH:26]([CH3:27])[CH3:28].[Cl:36][CH2:37][Cl:38].[OH:29][C:30]([C:31]([F:32])([F:33])[F:34])=[O:35]>>[Cl:1][c:2]1[cH:3][c:4]2[c:5]([n:6]([CH:10]3[CH2:11][CH2:12][NH:13][CH2:14][CH2:15]3)[c:7](=[O:9])[nH:8]2)[cH:23][c:24]1[O:25][CH:26]([CH3:27])[CH3:28]. Starting materials: [PH2](=O)[O-].[Na+] (sodium hypophosphite), C(#N)C1=CC=C(CN2C(NCC2=O)=O)C=C1 (3-(4-cyanobenzyl)hydantoin). The reagents and catalysts are [Ni] (Raney nickel). Run in mixture, N1=CC=CC=C1.C(C)(=O)O.O (pyridine acetic acid water). Reaction conditions: temperature 0 celsius, time 6 hour. The product is C(=O)C1=CC=C(CN2C(NCC2=O)=O)C=C1 (3-(4-formylbenzyl)hydantoin). Reaction SMILES: [C:1]([C:3]1[CH:16]=[CH:15][C:6]([CH2:7][N:8]2[C:12](=[O:13])[CH2:11][NH:10][C:9]2=[O:14])=[CH:5][CH:4]=1)#N.[PH2]([O-])=[O:18].[Na+]>N1C=CC=CC=1.C(O)(=O)C.O.[Ni]>[CH:1]([C:3]1[CH:16]=[CH:15][C:6]([CH2:7][N:8]2[C:12](=[O:13])[CH2:11][NH:10][C:9]2=[O:14])=[CH:5][CH:4]=1)=[O:18] |f:1.2,3.4.5|. Procedure: The 3-(4-cyanobenzyl)hydantoin derivative obtained in step F (about 14 mmol) was dissolved in 360 ml of a mixture of pyridine/acetic acid/water (2/1/1), cooled to 0° C. and treated with 25.1 g of sodium hypophosphite (monohydrate) and 4.17 g of moist Raney nickel. After stirring at 60° C. for 6 h, the solvents were removed in vacuo and the residue was taken up in ethyl acetate. The solvent was washed with 10% strength citric acid solution, saturated sodium bicarbonate solution and saturated sodi... Reaction conditions: temperature 65 celsius, time 200 minute. The product is C/C(/C(=O)N1C(O[C@@H]([C@@H]1C1=CC=CC=C1)C1=CC=CC=C1)=O)=C\CCC ((4S,5R)-3-((E)-2-Methyl-hex-2-enoyl)-4,5-diphenyl-oxazolidin-2-one). Yield: 94.7%. Procedure details: A 20 L jacketed reactor was fitted with a reflux condenser. To the reactor was charged 1100 g (4.597 mol) of (4S,5R)-4,5-diphenyl-oxazolidin-2-one, 884 g (6.896 mol) (E)-2-methyl-2-pentenoic acid, 1705 g (6.896 mol) of EEDQ, 48 g (1.149 mol) of LiCl and 16 L of EtOAc. The reaction mixture was heated to 65° C. and was held for 200 minutes. The reaction mixture was cooled to room temperature and was extracted 3× with 3.5 L aliquots of 1N HCl. The combined aqueous extracts were filtered to give a w... Reactants: C1(=CC=CC=C1)[C@@H]1NC(O[C@@H]1C1=CC=CC=C1)=O ((4S,5R)-4,5-diphenyl-oxazolidin-2-one), C/C(/C(=O)O)=C\CC ((E)-2-methyl-2-pentenoic acid), CCOC1C=CC2=CC=CC=C2N1C(=O)OCC (EEDQ), [Li+].[Cl-] (LiCl). Run in CCOC(=O)C (EtOAc). RXN SMILES: [C:1]1([C@H:7]2[C@@H:11]([C:12]3[CH:17]=[CH:16][CH:15]=[CH:14][CH:13]=3)[O:10][C:9](=[O:18])[NH:8]2)[CH:6]=[CH:5][CH:4]=[CH:3][CH:2]=1.[CH3:19]/[C:20](=[CH:24]\[CH2:25][CH3:26])/[C:21]([OH:23])=O.[CH3:27]COC1N(C(OCC)=O)C2C(=CC=CC=2)C=C1.[Li+].[Cl-]>CCOC(C)=O>[CH3:19]/[C:20](=[CH:24]\[CH2:25][CH2:26][CH3:27])/[C:21]([N:8]1[C@@H:7]([C:1]2[CH:2]=[CH:3][CH:4]=[CH:5][CH:6]=2)[C@@H:11]([C:12]2[CH:13]=[CH:14][CH:15]=[CH:16][CH:17]=2)[O:10][C:9]1=[O:18])=[O:23] |f:3.4|. Yields the product O=C(Cl)c1ccc(F)c(Cl)c1F. Reaction SMILES: [Cl:13][C:14]([C:15]([Cl:16])=[O:17])=[O:18].[Cl:1][c:2]1[c:3]([F:12])[c:4]([C:5](=[O:6])[OH:7])[cH:8][cH:9][c:10]1[F:11].[Cl:24][CH2:25][Cl:26].[O:19]=[CH:20][N:21]([CH3:22])[CH3:23]>>[Cl:1][c:2]1[c:3]([F:12])[c:4]([C:5](=[O:6])[Cl:13])[cH:8][cH:9][c:10]1[F:11]. The reactants are O=C(Cl)C(=O)Cl, O=C(O)c1ccc(F)c(Cl)c1F, ClCCl, CN(C)C=O. The reactants are Cl.CS(=O)(=O)NC1=CC=C(C=C1)S(=O)(=O)C1CCNCC1 (4-(4-Methylsulfonylaminophenylsulfonyl)piperidine hydrochloride), CO (methanol), CC1=CC=CC(=N1)C=C (6-methyl-2-vinylpyridine), C(C)(=O)[O-].[Na+] (sodium acetate). Run in mixture, O (water). Product: CC1=CC=CC(=N1)CCN1CCC(CC1)S(=O)(=O)C1=CC=C(C=C1)NS(=O)(=O)C (1-[2-(6-Methyl-2-pyridyl)ethyl]-4-(4-methylsulfonylaminophenylsulfonyl)piperidine). Yield: 63.9%. RXN SMILES: Cl.[CH3:2][S:3]([NH:6][C:7]1[CH:12]=[CH:11][C:10]([S:13]([CH:16]2[CH2:21][CH2:20][NH:19][CH2:18][CH2:17]2)(=[O:15])=[O:14])=[CH:9][CH:8]=1)(=[O:5])=[O:4].[CH3:22][C:23]1[N:28]=[C:27]([CH:29]=[CH2:30])[CH:26]=[CH:25][CH:24]=1.C([O-])(=O)C.[Na+].CO>O>[CH3:22][C:23]1[N:28]=[C:27]([CH2:29][CH2:30][N:19]2[CH2:20][CH2:21][CH:16]([S:13]([C:10]3[CH:11]=[CH:12][C:7]([NH:6][S:3]([CH3:2])(=[O:4])=[O:5])=[CH:8][CH:9]=3)(=[O:15])=[O:14])[CH2:17][CH2:18]2)[CH:26]=[CH:25][CH:24]=1 |f:0.1,3.4|. Procedure details: 0.60 g (1.86 mmol) of 4-(4-methylsulfonylaminophenylsulfonyl)piperidine hydrochloride obtained in Example 5, 0.44 g (3.72 mmol) of 6-methyl-2-vinylpyridine and 0.31 g of sodium acetate were suspended in 10 ml of a mixture of methanol with water (1:1) and the suspension was refluxed for 2 h. The reaction liquid was filtered and the filtrate was concentrated to give a residue. After extraction with dichloromethane followed by washing with water, the organic layer was concentrated to precipitate wh... Starting materials: Br[Si](C)(C)C (bromotrimethylsilane), C1(CCCCC1)\C=C(\C(=O)OC1OC(=O)C2=CC=CC=C12)/CP(=O)(CC(C)C)OCC (phthalidyl (Z)-3-cyclohexyl-2-(ethoxyisobutylphosphinoyl)methylpropenoate), C(C)(=O)OCC (ethyl acetate), saturated aqueous solution, [Cl-].[NH4+] (ammonium chloride), [Cl-].[NH4+] (ammonium chloride). Run in ClCCl (dichloromethane), ClCCl.CO.C(C)(=O)O (dichloromethane methanol acetic acid). Conditions: time 18 hour. Yields the product C1(CCCCC1)\C=C(\C(=O)OC1OC(=O)C2=CC=CC=C12)/CP(=O)(CC(C)C)O (phthalidyl (Z)-3-cyclohexyl-2-(hydroxyisobutylphosphinoyl)methylpropenoate). Yield: 34.6%. As a reaction SMILES: Br[Si](C)(C)C.[CH:6]1(/[CH:12]=[C:13](\[CH2:27][P:28]([O:34]CC)([CH2:30][CH:31]([CH3:33])[CH3:32])=[O:29])/[C:14]([O:16][CH:17]2[C:26]3[C:21](=[CH:22][CH:23]=[CH:24][CH:25]=3)[C:19](=[O:20])[O:18]2)=[O:15])[CH2:11][CH2:10][CH2:9][CH2:8][CH2:7]1.C(OCC)(=O)C.[Cl-].[NH4+]>ClCCl.ClCCl.CO.C(O)(=O)C>[CH:6]1(/[CH:12]=[C:13](\[CH2:27][P:28]([OH:34])([CH2:30][CH:31]([CH3:32])[CH3:33])=[O:29])/[C:14]([O:16][CH:17]2[C:26]3[C:21](=[CH:22][CH:23]=[CH:24][CH:25]=3)[C:19](=[O:20])[O:18]2)=[O:15])[CH2:11][CH2:10][CH2:9][CH2:8][CH2:7]1 |f:3.4,6.7.8|. Procedure details: Under an atmosphere of argon, 29 μl (0.22 millimole) of bromotrimethylsilane was added to a solution of 48 mg (0.11 millimole) of phthalidyl (Z)-3-cyclohexyl-2-(ethoxyisobutylphosphinoyl)methylpropenoate in 0.50 ml of dry dichloromethane, and the mixture was stirred at room temperature for 18 hours. To the reaction mixture were added 2.0 ml of ethyl acetate and 3.0 ml of a saturated aqueous solution of ammonium chloride, and the mixture was stirred at room temperature for 30 minutes. A saturated...